This data is from the Open Reaction Database (ORD), a public repository of structured organic reaction records. The task is: describe an organic reaction: reactants, conditions, products, and yield Starting materials: C(C)(=O)OCC.CCCCCC (ethyl acetate hexane), CN(S(=O)(=O)N1C(=NC=C1SC1=CC=CC=C1)[Si](C)(C)C(C)(C)C)C (2-(t-butyldimethylsilyl)-5-phenylsulfanylimidazole-1-sulfonic acid dimethylamide), resultant solution, [Li]CCCC (n-BuLi), CN(S(=O)(=O)N1C(=NC=C1SC1=CC=CC=C1)[Si](C)(C)C(C)(C)C)C (2-(t-butyldimethylsilyl)-5-phenylsulfanylimidazole-1-sulfonic acid dimethylamide), CN(S(=O)(=O)N1C(=NC=C1C=O)[Si](C)(C)C(C)(C)C)C (1-dimethylsulfamoyl-2-t-butyldimethylsilyl-5-imidazolecarboxaldehyde). Solvent: C1CCOC1 (THF). Reaction conditions: time 8 hour. Product: C1(CCCCC1)CC1=CN=C(N1S(N(C)C)(=O)=O)[Si](C)(C)C(C)(C)C (5-cyclohexylmethyl-2-tert-butyldimethylsilyl-1-dimethylsulfamoyl imidazole). Yield: 40.0%. Reaction SMILES: CN(C)S(N1C(S[C:12]2[CH:17]=[CH:16][CH:15]=[CH:14][CH:13]=2)=CN=C1[Si](C(C)(C)C)(C)C)(=O)=O.[Li]CCCC.[CH3:31][N:32]([CH3:50])[S:33]([N:36]1[C:40]([CH:41]=O)=[CH:39][N:38]=[C:37]1[Si:43]([C:46]([CH3:49])([CH3:48])[CH3:47])([CH3:45])[CH3:44])(=[O:35])=[O:34].C(OCC)(=O)C.CCCCCC>C1COCC1>[CH:12]1([CH2:41][C:40]2[N:36]([S:33](=[O:35])(=[O:34])[N:32]([CH3:50])[CH3:31])[C:37]([Si:43]([C:46]([CH3:49])([CH3:48])[CH3:47])([CH3:45])[CH3:44])=[N:38][CH:39]=2)[CH2:17][CH2:16][CH2:15][CH2:14][CH2:13]1 |f:3.4|. Reported procedure: 2-Tert-butyldimethylsilyl-1-dimethylsulfamoyl imidazole (1) (4.1 g, 14.2 mmol) is taken up in 47 mL of anhydrous THF and cooled to −20° C. n-BuLi (8.9 mL, 14.2 mmol) is added dropwise to the solution of (1). The resultant solution is stirred at −20° C. for 45 min. Cyclohexylmethyl iodide (2) (3.14 g, 14 mmol) is then added dropwise to the reaction mixture. Then reaction is warmed to rt and stirred overnight. The next day the reaction is quenched with saturated ammonium chloride and diluted with ...